From a dataset of the Open Reaction Database (ORD), a public repository of structured organic reaction records. describe an organic reaction: reactants, conditions, products, and yield Starting materials: C(#N)[BH3-].[Na+] (sodium cyanoborohydride), C(C)(=O)O (acetic acid), CNC[C@H](CC1=CC=CC=C1)NC ((S)—N,N′-dimethyl-3-phenyl-propane-1,2-diamine), C(C)OC(=O)C1N(S(CC1)(=O)=O)CC1=CC(=CC=C1)C=O (2-(3-formyl-benzyl)-1,1-dioxo-1λ6-isothiazolidine-3-carboxylic acid ethyl ester), C(C)OC(=O)C1N(S(CC1)(=O)=O)CC1=CC(=CC=C1)C=O (2-(3-formyl-benzyl)-1,1-dioxo-1λ6-isothiazolidine-3-carboxylic acid ethyl ester). Solvent: C(C)(=O)OCC (ethyl acetate), CO (methanol), CO (methanol). Conditions: temperature 0 celsius, time 16 hour. The product is C(C)OC(=O)C1N(S(CC1)(=O)=O)CC1=CC(=CC=C1)CN[C@@H](CC1=CC=CC=C1)CN(C)C (2-{3-[((S)-1-dimethylaminomethyl-2-phenyl-ethylamino)-methyl]-benzyl}-1,1-dioxo-1λ6-isothiazolidine-3-carboxylic acid ethyl ester). Yield: 112.9%. RXN SMILES: [CH3:1][NH:2][CH2:3][C@@H:4]([NH:12][CH3:13])[CH2:5][C:6]1[CH:11]=[CH:10][CH:9]=[CH:8][CH:7]=1.[CH2:14]([O:16][C:17]([CH:19]1[CH2:23][CH2:22][S:21](=[O:25])(=[O:24])[N:20]1[CH2:26][C:27]1[CH:32]=[CH:31][CH:30]=[C:29](C=O)[CH:28]=1)=[O:18])[CH3:15].[C:35]([BH3-])#N.[Na+].C(O)(=O)C>CO.C(OCC)(=O)C>[CH2:14]([O:16][C:17]([CH:19]1[CH2:23][CH2:22][S:21](=[O:24])(=[O:25])[N:20]1[CH2:26][C:27]1[CH:28]=[CH:29][CH:30]=[C:31]([CH2:13][NH:12][C@H:4]([CH2:3][N:2]([CH3:35])[CH3:1])[CH2:5][C:6]2[CH:11]=[CH:10][CH:9]=[CH:8][CH:7]=2)[CH:32]=1)=[O:18])[CH3:15] |f:2.3|. Procedure details: To a solution of (S)—N,N′-dimethyl-3-phenyl-propane-1,2-diamine (120 mg, 0.673 mmol) in methanol (2 mL) under argon was added a solution of 2-(3-formyl-benzyl)-1,1-dioxo-1λ6-isothiazolidine-3-carboxylic acid ethyl ester (Intermediate 4; 230.5 mg, 0.740 mmol) in methanol (4 mL). The solution was cooled 0° C. in an ice bath and to this was added sodium cyanoborohydride (63.4 mg, 1.01 mmol) and acetic acid (0.3 mL). The solution was allowed to warm to room temperature and stirred for 16 h under arg... Starting materials: C1CCOC1, [Li]CCCC, CNC(C(=O)NC(C(=O)N(C)C(C=C(C)C(=O)N(C)OC)C(C)C)C(C)(C)C)C(C)(C)c1ccccc1, CN(C)CCN(C)C, c1cscn1. The product is CNC(C(=O)NC(C(=O)N(C)C(C=C(C)C(=O)c1nccs1)C(C)C)C(C)(C)C)C(C)(C)c1ccccc1. RXN SMILES: [CH2:56]1[O:57][CH2:58][CH2:59][CH2:60]1.[CH3:14][CH2:15][CH2:16][CH2:17][Li:18].[CH3:19][NH:20][CH:21]([C:22]([c:23]1[cH:24][cH:25][cH:26][cH:27][cH:28]1)([CH3:29])[CH3:30])[C:31](=[O:32])[NH:33][CH:34]([C:35]([CH3:36])([CH3:37])[CH3:38])[C:39](=[O:40])[N:41]([CH3:42])[CH:43]([CH:44]=[C:45]([C:46](=[O:47])[N:48]([O:49][CH3:50])[CH3:51])[CH3:52])[CH:53]([CH3:54])[CH3:55].[CH3:6][N:7]([CH3:8])[CH2:9][CH2:10][N:11]([CH3:12])[CH3:13].[cH:1]1[cH:2][s:3][cH:4][n:5]1>>[cH:1]1[cH:2][s:3][c:4]([C:46]([C:45](=[CH:44][CH:43]([N:41]([C:39]([CH:34]([NH:33][C:31]([CH:21]([NH:20][CH3:19])[C:22]([c:23]2[cH:24][cH:25][cH:26][cH:27][cH:28]2)([CH3:29])[CH3:30])=[O:32])[C:35]([CH3:36])([CH3:37])[CH3:38])=[O:40])[CH3:42])[CH:53]([CH3:54])[CH3:55])[CH3:52])=[O:47])[n:5]1. Reactants: C(C)(C)N(C)C=1C=C(C(C=O)=CC1)O (4-(N-isopropyl-N-methylamino)salicylaldehyde), C(CN)N (ethylenediamine). Product: C(C)(C)N(C)C=1C=C(C(C=NCCN=CC=2C(O)=CC(=CC2)N(C(C)C)C)=CC1)O (N,N′-Bis[4-(N-isopropyl-N-methylamino)salicylidene]-1,2-ethylenediamine). RXN SMILES: [CH:1]([N:4]([C:6]1[CH:7]=[C:8]([OH:14])[C:9](=[CH:12][CH:13]=1)[CH:10]=O)[CH3:5])([CH3:3])[CH3:2].[CH2:15]([NH2:18])[CH2:16][NH2:17]>>[CH:1]([N:4]([C:6]1[CH:7]=[C:8]([OH:14])[C:9](=[CH:12][CH:13]=1)[CH:10]=[N:17][CH2:16][CH2:15][N:18]=[CH:10][C:9]1[C:8](=[CH:7][C:6]([N:4]([CH3:5])[CH:1]([CH3:2])[CH3:3])=[CH:13][CH:12]=1)[OH:14])[CH3:5])([CH3:3])[CH3:2]. Procedure: Synthesis and working up are carried out as in Example 9, starting from 500 mg (2.59 mmol) of 4-(N-isopropyl-N-methylamino)salicylaldehyde and 90 mg (1.5 mmol) of ethylenediamine. The reactants are [CH2]C, CCOC(=O)c1cc2ccc(O)cc2s1, C1CCOC1, CC(C)N1CCC(O)CC1, CC(C)OC(=O)N=NC(=O)OC(C)C, c1ccc(P(c2ccccc2)c2ccccc2)cc1. Product: CCOC(=O)c1cc2ccc(OC3CCN(C(C)C)CC3)cc2s1. RXN SMILES: [CH2:16][CH3:17].[CH2:1]([CH3:2])[O:3][C:4](=[O:5])[c:6]1[cH:7][c:8]2[c:9]([s:10]1)[cH:11][c:12]([OH:15])[cH:13][cH:14]2.[CH2:61]1[O:62][CH2:63][CH2:64][CH2:65]1.[CH:18]([CH3:19])([CH3:20])[N:21]1[CH2:22][CH2:23][CH:24]([OH:27])[CH2:25][CH2:26]1.[O:47]=[C:48]([O:49][CH:50]([CH3:51])[CH3:52])[N:53]=[N:54][C:55]([O:56][CH:57]([CH3:58])[CH3:59])=[O:60].[c:28]1([P:29]([c:30]2[cH:31][cH:32][cH:33][cH:34][cH:35]2)[c:36]2[cH:37][cH:38][cH:39][cH:40][cH:41]2)[cH:42][cH:43][cH:44][cH:45][cH:46]1>>[CH2:1]([CH3:2])[O:3][C:4](=[O:5])[c:6]1[cH:7][c:8]2[c:9]([s:10]1)[cH:11][c:12]([O:15][CH:24]1[CH2:23][CH2:22][N:21]([CH:18]([CH3:19])[CH3:20])[CH2:26][CH2:25]1)[cH:13][cH:14]2. The reactants are Cl (hydrochloric acid), [H-].[H-].[H-].[H-].[Li+].[Al+3] (LiAlH4), ice, C(C(C)C)C(C(=O)OCC)(C(=O)OCC)CC(C)C (diethyl 2,2-diisobutylmalonate). Solvent: C(C)OCC (ethyl ether). The product is C(C(C)C)C(CO)(CO)CC(C)C (2,2-diisobutyl-1,3-propandiol). The yield is 78.0%. As a reaction SMILES: [H-].[H-].[H-].[H-].[Li+].[Al+3].[CH2:7]([C:11]([CH2:22][CH:23]([CH3:25])[CH3:24])([C:17](OCC)=[O:18])[C:12](OCC)=[O:13])[CH:8]([CH3:10])[CH3:9].Cl>C(OCC)C>[CH2:7]([C:11]([CH2:22][CH:23]([CH3:25])[CH3:24])([CH2:12][OH:13])[CH2:17][OH:18])[CH:8]([CH3:10])[CH3:9] |f:0.1.2.3.4.5|. Reported procedure: To 3 g (0.079 mol) LiAlH4 was added 100 ml ethyl ether, then added 15.5 g (0.057 mol) diethyl 2,2-diisobutylmalonate dropwise with intensely stirring. The reaction mixture was heated refluxing for 5 hours, then poured into 100 g ice that was acidified with dilute hydrochloric acid. The mixture was extracted with ethyl ether. After remove ethyl ether from the extract, 2,2-diisobutyl-1,3-propandiol as a white solid was recrystallized from hexane, and the yield was 78%. m.p. 75-77° C. Starting materials: COC([C@H]1N(C[C@@H](C1)O)C(=O)OC(C)(C)C)=O (trans-1-(Boc)-4-hydroxy-L-proline methyl ester), BrC1=CC=C(C=C1)O (4-bromophenol), C1=CC=C(C=C1)P(C2=CC=CC=C2)C3=CC=CC=C3 (Ph3P), CCOC(=O)/N=N/C(=O)OCC (DEAD). Run in C1CCOC1 (THF), C1CCOC1 (THF). The product is cyclohexane EtOAc-9, COC([C@H]1N(C[C@H](C1)OC1=CC=C(C=C1)Br)C(=O)OC(C)(C)C)=O (cis-1-(Boc)-4-(4-bromo-phenoxy)-L-proline methyl ester). Yield: 67.5%. RXN SMILES: [CH3:1][O:2][C:3](=[O:17])[C@@H:4]1[CH2:8][C@@H:7]([OH:9])[CH2:6][N:5]1[C:10]([O:12][C:13]([CH3:16])([CH3:15])[CH3:14])=[O:11].[Br:18][C:19]1[CH:24]=[CH:23][C:22](O)=[CH:21][CH:20]=1.C1C=CC(P(C2C=CC=CC=2)C2C=CC=CC=2)=CC=1.CCOC(/N=N/C(OCC)=O)=O>C1COCC1>[CH3:1][O:2][C:3](=[O:17])[C@@H:4]1[CH2:8][C@H:7]([O:9][C:22]2[CH:23]=[CH:24][C:19]([Br:18])=[CH:20][CH:21]=2)[CH2:6][N:5]1[C:10]([O:12][C:13]([CH3:14])([CH3:16])[CH3:15])=[O:11]. Procedure: To a solution of trans-1-(Boc)-4-hydroxy-L-proline methyl ester (0.5 g) (2 mmol), 4-bromophenol (0.52 g) (1.5 eq.) and Ph3P (0.78 g) (1.5 eq.) in 10 mL of dry THF at 0° C. was added DEAD (0.47 mL) in a minimal volume of THF. The reaction mixture was warmed to RT overnight. The solvent was removed in vacuo and the resulting residue suspended in ether. The solids were removed by filtration and the solvent evaporated under reduced pressure to afford after SiO2 chromatography (eluent: cyclohexane/Et... Reactants: COC=1C=C(CN2CCC(CC2)=O)C=CC1 (1-(3-methoxybenzyl)piperidin-4-one), BrC1=CC(=CC=C1)Cl (1-bromo-3-chlorobenzene), C(C)(C)(C)[Li] (t-butyllithium), solution. The solvent is C(C)OCC (diethyl ether), C(C)OCC (diethyl ether), hexanes. Run at temperature -78 celsius, time 1 hour. Product: ClC=1C=C(C=CC1)C1(CCN(CC1)CC1=CC(=CC=C1)OC)O (4-(3-chlorophenyl)-1-(3-methoxybenzyl)piperidin-4-ol). Yield: 88.3%. Reaction SMILES: Br[C:2]1[CH:7]=[CH:6][CH:5]=[C:4]([Cl:8])[CH:3]=1.C([Li])(C)(C)C.[CH3:14][O:15][C:16]1[CH:17]=[C:18]([CH:27]=[CH:28][CH:29]=1)[CH2:19][N:20]1[CH2:25][CH2:24][C:23](=[O:26])[CH2:22][CH2:21]1>C(OCC)C>[Cl:8][C:4]1[CH:3]=[C:2]([C:23]2([OH:26])[CH2:22][CH2:21][N:20]([CH2:19][C:18]3[CH:27]=[CH:28][CH:29]=[C:16]([O:15][CH3:14])[CH:17]=3)[CH2:25][CH2:24]2)[CH:7]=[CH:6][CH:5]=1. Procedure details: To 1-bromo-3-chlorobenzene (480 mg, 2.51 mmol) in diethyl ether (10 mL), at −78° C., was added t-butyllithium (3.0 mL of a 1.7 M solution in hexanes, 5.0 mmol) dropwise. After 1 h, a solution of 1-(3-methoxybenzyl)piperidin-4-one (500 mg, 2.28 mmol) in diethyl ether (5 mL) was added dropwise. The reaction mixture was stirred at −78° C. for 0.5 h, warmed to ambient temperature and quenched with saturated ammonium chloride. The organic layer was separated, washed with brine, dried over sodium sulf... Reactants: ClC=1C(=C(C=O)C=CC1OC)OC (3-chloro-2,4-dimethoxybenzaldehyde), [Al+3].[Cl-].[Cl-].[Cl-] (AlCl3), O (H2O). Run in ClC(C)Cl (dichloroethane). Yields the product ClC=1C(=C(C=O)C=CC1OC)O (3-chloro-2-hydroxy-4-methoxybenzaldehyde). RXN SMILES: [Cl:1][C:2]1[C:3]([O:12]C)=[C:4]([CH:7]=[CH:8][C:9]=1[O:10][CH3:11])[CH:5]=[O:6].[Al+3].[Cl-].[Cl-].[Cl-].O>ClC(Cl)C>[Cl:1][C:2]1[C:3]([OH:12])=[C:4]([CH:7]=[CH:8][C:9]=1[O:10][CH3:11])[CH:5]=[O:6] |f:1.2.3.4|. Procedure: 3-chloro-2,4-dimethoxybenzaldehyde (2.75 g) is refluxed for 30 minutes in 20 ml of dichloroethane containing 1.8 g of AlCl3. The reaction mixture is then poured into H2O and extracted with CH2Cl2. Evaporation and recrystallization from isopropanol gives 3-chloro-2-hydroxy-4-methoxybenzaldehyde, mp 125° C. Starting materials: ClC1=C(SC2=C1C(=CC=C2OC)F)C(=O)OC (Methyl 3-chloro-4-fluoro-7-methoxy-1-benzothiophene-2-carboxylate), O (H2O), [OH-].[Li+] (lithium hydroxide). Run in C1CCOC1 (THF). Conditions: temperature 40 celsius. The product is ClC1=C(SC2=C1C(=CC=C2OC)F)C(=O)O (3-Chloro-4-fluoro-7-methoxy-1-benzothiophene-2-carboxylic acid). Isolated yield 57.4%. Reaction SMILES: [Cl:1][C:2]1[C:6]2[C:7]([F:13])=[CH:8][CH:9]=[C:10]([O:11][CH3:12])[C:5]=2[S:4][C:3]=1[C:14]([O:16]C)=[O:15].O.[OH-].[Li+]>C1COCC1>[Cl:1][C:2]1[C:6]2[C:7]([F:13])=[CH:8][CH:9]=[C:10]([O:11][CH3:12])[C:5]=2[S:4][C:3]=1[C:14]([OH:16])=[O:15] |f:2.3|. Procedure details: Methyl 3-chloro-4-fluoro-7-methoxy-1-benzothiophene-2-carboxylate (2.00 g, 7.29 mmol) was suspended in THF:H2O[10:1] and lithium hydroxide (260 mg) added, the resulting suspension was heated to 40° C. for 1 h. After cooling to room temperature the mixture was extracted with diethyl ether (50 mL) and the aqueous phase acidified to pH 2 and the solid collected by filtration and vacuum dried to give a white solid (1.09 g, 58%); δH (300 M , DMSO) 7.32-7.20 (1H, m, Ar), 7.15-7.05 (1H, dd, Ar), 3.98 (... As a reaction SMILES: [CH3:1][O:2][C:3]1[C:4]2[S:20][CH:19]=[CH:18][C:5]=2[C:6]2[CH:7]=[C:8]([O:16][CH3:17])[C:9]3[S:15][CH:14]=[CH:13][C:10]=3[C:11]=2[CH:12]=1.[C:21]1([CH3:31])[CH:26]=[CH:25][C:24](S(O)(=O)=O)=[CH:23][CH:22]=1.[CH2:32]([CH:36]([CH2:39][CH2:40][CH2:41][CH2:42][CH2:43][CH3:44])CO)[CH2:33][CH2:34][CH3:35].[CH3:45][CH2:46][CH2:47][CH2:48]CC>CCCCCC.ClCCl>[CH2:45]([CH:22]([CH2:23][CH2:24][CH2:25][CH2:26][CH2:21][CH3:31])[CH2:17][O:16][C:8]1[C:9]2[S:15][CH:14]=[CH:13][C:10]=2[C:11]2[CH:12]=[C:3]([O:2][CH2:1][CH:36]([CH2:32][CH2:33][CH2:34][CH3:35])[CH2:39][CH2:40][CH2:41][CH2:42][CH2:43][CH3:44])[C:4]3[S:20][CH:19]=[CH:18][C:5]=3[C:6]=2[CH:7]=1)[CH2:46][CH2:47][CH3:48] |f:4.5|. Run in CCCCCC.ClCCl (hexane dichloromethane). Procedure: Compound 7 (1.80 g, 6.0 mmol), 1.14 g (6.0 mmol) of toluene-4-sulfonic acid (CH3C6H4SO3H.H2O), and 35 mL of 2-butyloctanol were added into a 250 mL 3-neck flask equipped with a ondenser. The system was heated at 180° C. overnight under argon before the mixture was cooled down to room temperature. Hexane (200 mL) was added and the organic layer was washed with saturated NaHCO3 before the solvent was removed under vacuum. Excess 2-butyloctanol was distilled out under vacuum. Column chromatography ... Reactants: COC=1C2=C(C=3C=C(C4=C(C3C1)C=CS4)OC)C=CS2 (5,10-dimethoxy-1,6-dithia-dicyclopenta[a,f]naphthalene), C1(=CC=C(C=C1)S(=O)(=O)O)C (toluene-4-sulfonic acid), C(CCC)C(CO)CCCCCC (2-butyloctanol), CCCCCC (Hexane). Reaction conditions: temperature 180 celsius. The product is C(CCC)C(COC=1C2=C(C=3C=C(C4=C(C3C1)C=CS4)OCC(CCCCCC)CCCC)C=CS2)CCCCCC (5,10-bis-(2-butyl-octyloxy)-1,6-dithia-dicyclopenta[a,f]naphthalene). Yield: 68.5%.